Dataset: the Open Reaction Database (ORD), a public repository of structured organic reaction records. Task: describe an organic reaction: reactants, conditions, products, and yield Reactants: C(#N)C1=CNC(N1C1CC2=CC(=CC(=C2CC1)F)F)=S (5-cyano-1-(5,7-difluoro-1,2,3,4-tetrahydronaphthalen-2-yl)-1,3-dihydroimidazole-2-thione), Cl (hydrogen chloride), C(CCC)[Sn](CCCC)(CCCC)N=[N+]=[N-] (tributyltin azide), C1(=CC=CC=C1)C (toluene), O.[F-].[K+] (potassium fluoride monohydrate). Solvent: C(C)OCC (diethyl ether), O (water), C(C)(=O)OCC (ethyl acetate), C(C)OCC (diethyl ether). Yields the product FC1=C2CCC(CC2=CC(=C1)F)N1C(NC=C1C1=NN=NN1)=S (1-(5,7-difluoro-1,2,3,4-tetrahydronaphthalen-2-yl)-5(1H)-tetrazol-5-yl-1,3-dihydroimidazole-2-thione). RXN SMILES: [C:1]([C:3]1[N:7]([CH:8]2[CH2:17][CH2:16][C:15]3[C:10](=[CH:11][C:12]([F:19])=[CH:13][C:14]=3[F:18])[CH2:9]2)[C:6](=[S:20])[NH:5][CH:4]=1)#[N:2].C1(C)C=CC=CC=1.Cl.O.[F-].[K+].C([Sn]([N:45]=[N+:46]=[N-:47])(CCCC)CCCC)CCC>C(OCC)C.O.C(OCC)(=O)C>[F:18][C:14]1[CH:13]=[C:12]([F:19])[CH:11]=[C:10]2[C:15]=1[CH2:16][CH2:17][CH:8]([N:7]1[C:3]([C:1]3[NH:47][N:46]=[N:45][N:2]=3)=[CH:4][NH:5][C:6]1=[S:20])[CH2:9]2 |f:3.4.5|. Procedure details: A mixture of 5-cyano-1-(5,7-difluoro-1,2,3,4-tetrahydronaphthalen-2-yl)-1,3-dihydroimidazole-2-thione (0.554 g, 1.9 mmol), prepared as in Example 19, in 1.6 mL of tributyltin azide was heated at 130° C. under a nitrogen atmosphere for 2.5 hours and then 10 mL of toluene was added. The mixture was allowed to cool to room temperature and approximately 5 mL of diethyl ether was added. The mixture was cooled to 0° C. and then treated with 10 mL of 1N hydrogen chloride in diethyl ether for approximat... Procedure details: A mixture of 2,4-dihydroxy-3,6-dimethylpyridine (2.86 g, 20.58 mmol), POCl3 (15 ml) and N,N-diethylaniline (3.6 ml, 22.64 mmol) was heated at reflux for 3 hours. The mixture was cooled, poured into ice water and extracted with diethyl ether. The organic layer was dried and concentrated to give 3.02 g of the crude material. After silica gel column chromatography using chloroform as eluent, 1.3102 g of the title compound was obtained as a yellow oil. 1H NMR (CDCl3) δ 7.07 (s, 1H), 2.43 (s, 3H), 2.... The product is ClC1=NC(=CC(=C1C)Cl)C (2,4-Dichloro-3,6-dimethylpyridine). Reactants: OC1=NC(=CC(=C1C)O)C (2,4-dihydroxy-3,6-dimethylpyridine), O=P(Cl)(Cl)Cl (POCl3), C(C)N(C1=CC=CC=C1)CC (N,N-diethylaniline), ice water, C(Cl)(Cl)Cl (chloroform). RXN SMILES: O[C:2]1[C:7](C)=[C:6](O)[CH:5]=[C:4]([CH3:10])[N:3]=1.O=P(Cl)(Cl)[Cl:13].C(N(CC)C1C=CC=CC=1)C.[CH:27]([Cl:30])(Cl)Cl>>[Cl:13][C:2]1[C:7]([CH3:6])=[C:27]([Cl:30])[CH:5]=[C:4]([CH3:10])[N:3]=1. The reactants are COC(CC1=C(NC2=CC(=CC=C12)Cl)C(C1=CC=C(C=C1)Br)=O)=O (Methyl[6-chloro-2-(4-bromobenzoyl)-1H-indol-3-yl]acetate), O (water), S1C=NC=C1 (thiazole), [Li]CCCC (n-BuLi), [Li]CCCC (n-BuLi). Reagents/catalysts: [Cl-].[Zn+2].[Cl-] (zinc chloride), [Pd] (palladium), Cl[Pd]([P](C1=CC=CC=C1)(C2=CC=CC=C2)C3=CC=CC=C3)([P](C4=CC=CC=C4)(C5=CC=CC=C5)C6=CC=CC=C6)Cl (dichlorobis(triphenylphosphine)palladium(II)). Solvent: C(C)OCC (diethyl ether), C1CCOC1 (THF). Conditions: time 30 minute. Product: COC(CC1=C(NC2=CC(=CC=C12)Cl)C(C1=CC=C(C=C1)C=1SC=CN1)=O)=O (Methyl[6-chloro-2-[4-(2-thiazolyl)benzoyl]-1H-indol-3-yl]acetate). The yield is 71.8%. RXN SMILES: [S:1]1[CH:5]=[CH:4][N:3]=[CH:2]1.[Li]CCCC.[CH3:11][O:12][C:13](=[O:34])[CH2:14][C:15]1[C:23]2[C:18](=[CH:19][C:20]([Cl:24])=[CH:21][CH:22]=2)[NH:17][C:16]=1[C:25](=[O:33])[C:26]1[CH:31]=[CH:30][C:29](Br)=[CH:28][CH:27]=1.O>C(OCC)C.[Pd].C1COCC1.[Cl-].[Zn+2].[Cl-].Cl[Pd](Cl)([P](C1C=CC=CC=1)(C1C=CC=CC=1)C1C=CC=CC=1)[P](C1C=CC=CC=1)(C1C=CC=CC=1)C1C=CC=CC=1>[CH3:11][O:12][C:13](=[O:34])[CH2:14][C:15]1[C:23]2[C:18](=[CH:19][C:20]([Cl:24])=[CH:21][CH:22]=2)[NH:17][C:16]=1[C:25](=[O:33])[C:26]1[CH:31]=[CH:30][C:29]([C:2]2[S:1][CH:5]=[CH:4][N:3]=2)=[CH:28][CH:27]=1 |f:7.8.9,^1:52,71|. Procedure: To a stirred solution of thiazole (0.11 g, 1.23 mmol) in diethyl ether (4 ml) was added n-BuLi (1.55M in hexane, 0.79ml) at −78° C. under nitrogen atmosphere. After stirring for 30 min., zinc chloride (1.0M in diethyl ether, 3.7 ml, 3.7 mmol) was added, and the mixture stirred at 0° C. for 30 min. To the resulting mixture was added palladium catalyst prepared in THF (5 ml) by the treatment of a suspension of dichlorobis(triphenylphosphine)palladium(II) (0.22 g, 0.31 mmol) with n-BuLi (1.55M in h... Reactants: O=C([O-])[O-], COC(=O)c1cccc(Br)n1, CN(C)C=O, [Cs+], [Cs+], OB(O)c1ccc(OC(F)(F)F)cc1. The product is COC(=O)c1cccc(-c2ccc(OC(F)(F)F)cc2)n1. As a reaction SMILES: [C:12](=[O:13])([O-:14])[O-:15].[CH3:1][O:2][C:3](=[O:4])[c:5]1[n:6][c:7]([Br:11])[cH:8][cH:9][cH:10]1.[CH3:32][N:33]([CH3:34])[CH:35]=[O:36].[Cs+:16].[Cs+:17].[F:18][C:19]([O:20][c:21]1[cH:22][cH:23][c:24]([B:27]([OH:28])[OH:29])[cH:25][cH:26]1)([F:30])[F:31]>>[CH3:1][O:2][C:3](=[O:4])[c:5]1[n:6][c:7](-[c:24]2[cH:23][cH:22][c:21]([O:20][C:19]([F:18])([F:30])[F:31])[cH:26][cH:25]2)[cH:8][cH:9][cH:10]1. The reactants are O=C([O-])[O-], CC(OS(C)(=O)=O)c1ccc(Br)cc1, CNS(C)(=O)=O, O=C1N(C2CCCCC2)CCC12CC(O)CN2, [K+], [K+]. Yields the product CC(c1ccc(Br)cc1)N1CC(O)CC12CCN(C1CCCCC1)C2=O. RXN SMILES: [C:32](=[O:33])([O-:34])[O-:35].[CH3:18][S:19]([O:20][CH:23]([CH3:24])[c:25]1[cH:26][cH:27][c:28]([Br:31])[cH:29][cH:30]1)(=[O:21])=[O:22].[CH3:38][NH:39][S:40]([CH3:41])(=[O:42])=[O:43].[CH:1]1([N:7]2[C:8](=[O:17])[C:9]3([CH2:10][CH:11]([OH:14])[CH2:12][NH:13]3)[CH2:15][CH2:16]2)[CH2:2][CH2:3][CH2:4][CH2:5][CH2:6]1.[K+:36].[K+:37]>>[CH:1]1([N:7]2[C:8](=[O:17])[C:9]3([CH2:10][CH:11]([OH:14])[CH2:12][N:13]3[CH:23]([CH3:24])[c:25]3[cH:26][cH:27][c:28]([Br:31])[cH:29][cH:30]3)[CH2:15][CH2:16]2)[CH2:2][CH2:3][CH2:4][CH2:5][CH2:6]1. As a reaction SMILES: [CH2:1]([CH2:2][CH:3]=[CH2:4])[c:5]1[n:6][c:7]([NH:14][NH:15][C:16](=[O:17])[CH:18]([CH2:19][N:20]([CH:21]=[O:22])[O:23][CH2:24][c:25]2[cH:26][cH:27][cH:28][cH:29][cH:30]2)[CH2:31][CH2:32][CH2:33][CH2:34][CH:35]=[CH2:36])[n:8][c:9]([N:11]([CH3:12])[CH3:13])[n:10]1.[Cl:37][CH2:38][Cl:39]>>[CH2:1]1[CH2:2][CH:3]=[CH:4][CH2:34][CH2:33][CH2:32][CH2:31][CH:18]([CH2:19][N:20]([CH:21]=[O:22])[O:23][CH2:24][c:25]2[cH:26][cH:27][cH:28][cH:29][cH:30]2)[C:16](=[O:17])[NH:15][NH:14][c:7]2[n:6][c:5]1[n:10][c:9]([N:11]([CH3:12])[CH3:13])[n:8]2. Yields the product CN(C)c1nc2nc(n1)NNC(=O)C(CN(C=O)OCc1ccccc1)CCCCC=CCC2. Starting materials: C=CCCCCC(CN(C=O)OCc1ccccc1)C(=O)NNc1nc(CCC=C)nc(N(C)C)n1, ClCCl. The reactants are [Br-], O=C(C=Cc1ccc(Br)cc1)N1C(=O)OCC1c1ccccc1, C1CCOC1, C[Mg+], CSC, CSC, Br[Cu]Br. Yields the product CC(CC(=O)N1C(=O)OCC1c1ccccc1)c1ccc(Br)cc1. As a reaction SMILES: [Br-:1].[Br:4][c:5]1[cH:6][cH:7][c:8]([CH:11]=[CH:12][C:13](=[O:14])[N:15]2[C:16](=[O:26])[O:17][CH2:18][CH:19]2[c:20]2[cH:21][cH:22][cH:23][cH:24][cH:25]2)[cH:9][cH:10]1.[CH2:27]1[O:28][CH2:29][CH2:30][CH2:31]1.[CH3:2][Mg+:3].[CH3:32][S:33][CH3:34].[CH3:35][S:36][CH3:37].[Cu:38]([Br:39])[Br:40]>>[CH3:2][CH:11]([c:8]1[cH:7][cH:6][c:5]([Br:4])[cH:10][cH:9]1)[CH2:12][C:13](=[O:14])[N:15]1[C:16](=[O:26])[O:17][CH2:18][CH:19]1[c:20]1[cH:21][cH:22][cH:23][cH:24][cH:25]1. Starting materials: FC(C=1C=C(CN)C=C(C1)C(F)(F)F)(F)F (3,5-bis(trifluoromethyl)benzylamine), C([O-])(O)=O.[Na+] (sodium bicarbonate), [BH4-].[Na+] (sodium borohydride), C(C)(C)OC(=O)N1CCCC(C2=CC=3CCCC3C=C21)=O (9-Oxo-2,3,6,7,8,9-hexahydro-1H-5-aza-cyclohepta[f]indene-5-carboxylic acid isopropyl ester). The reagents and catalysts are CC([O-])C.[Ti+4].CC([O-])C.CC([O-])C.CC([O-])C (titanium isopropoxide). The solvent is CO (methanol). Run at time 3 day. Yields the product C(C)(C)OC(=O)N1CCCC(C2=CC=3CCCC3C=C21)NCC2=CC(=CC(=C2)C(F)(F)F)C(F)(F)F ((+/−)-9-(3,5-bis-trifluoromethyl-benzylamino)-2,3,6,7,8,9-hexahydro-1H-5-aza-cyclohepta[f]indene-5-carboxylic acid isopropyl ester). The yield is 61.1%. As a reaction SMILES: [F:1][C:2]([F:16])([F:15])[C:3]1[CH:4]=[C:5]([CH:8]=[C:9]([C:11]([F:14])([F:13])[F:12])[CH:10]=1)[CH2:6][NH2:7].[CH:17]([O:20][C:21]([N:23]1[C:36]2[C:28](=[CH:29][C:30]3[CH2:31][CH2:32][CH2:33][C:34]=3[CH:35]=2)[C:27](=O)[CH2:26][CH2:25][CH2:24]1)=[O:22])([CH3:19])[CH3:18].[BH4-].[Na+].C(=O)(O)[O-].[Na+]>CC(C)[O-].[Ti+4].CC(C)[O-].CC(C)[O-].CC(C)[O-].CO>[CH:17]([O:20][C:21]([N:23]1[C:36]2[C:28](=[CH:29][C:30]3[CH2:31][CH2:32][CH2:33][C:34]=3[CH:35]=2)[CH:27]([NH:7][CH2:6][C:5]2[CH:4]=[C:3]([C:2]([F:15])([F:16])[F:1])[CH:10]=[C:9]([C:11]([F:14])([F:12])[F:13])[CH:8]=2)[CH2:26][CH2:25][CH2:24]1)=[O:22])([CH3:19])[CH3:18] |f:2.3,4.5,6.7.8.9.10|. Reported procedure: Add 3,5-bis(trifluoromethyl)benzylamine (187 mg, 0.77 mmol) followed by titanium isopropoxide (835 mg, 2.94 mmol) to 9-Oxo-2,3,6,7,8,9-hexahydro-1H-5-aza-cyclohepta[f]indene-5-carboxylic acid isopropyl ester (200 mg, 0.7 mmol) at room temperature under an atmosphere of nitrogen and stir the solution for 3 days. Add methanol (3 mL) and sodium borohydride (40 mg, 1.05 mmol) and stir the mixture under nitrogen at room temperature for 16 hours. Add sodium bicarbonate saturated solution. Filter throu...